From a dataset of the Open Reaction Database (ORD), a public repository of structured organic reaction records. describe an organic reaction: reactants, conditions, products, and yield Starting materials: Cl.CNOC (N,O-dimethyl hydroxylamine hydrochloride), ClC1=NC(=NC(=N1)OC)OC (2-Chloro-4,6-dimethoxy[1,3,5]triazine), C(C)(C)N(CC)C(C)C (diisopropylethylamine), BrC=1C=C(C(=O)O)C=CN1 (2-Bromo-isonicotinic acid). Solvent: C1CCOC1 (THF), CCOCC (Et2O), O (water). Reaction conditions: time 16 hour. Product: BrC=1C=C(C(=O)N(C)OC)C=CN1 (2-bromo-N-methoxy-N-methyl-isonicotinamide). Yield: 56.5%. As a reaction SMILES: [Br:1][C:2]1[CH:3]=[C:4]([CH:8]=[CH:9][N:10]=1)[C:5](O)=[O:6].ClC1N=C(OC)N=C(OC)N=1.C(N(C(C)C)CC)(C)C.Cl.[CH3:32][NH:33][O:34][CH3:35]>C1COCC1.O.CCOCC>[Br:1][C:2]1[CH:3]=[C:4]([CH:8]=[CH:9][N:10]=1)[C:5]([N:33]([O:34][CH3:35])[CH3:32])=[O:6] |f:3.4|. Procedure details: 2-Bromo-isonicotinic acid (0.5 g, 2.47 mmol) was dissolved in dry THF (10 mL). 2-Chloro-4,6-dimethoxy[1,3,5]triazine (0.77 g, 4.4 mmol) and diisopropylethylamine (0.96 g, 0.74 mmol) were added and the solution was stirred for 1 hour after which N,O-dimethyl hydroxylamine hydrochloride (0.241 g, 2.47 mmol) was added. The mixture was stirred for a further 16 hours at room temperature and then diluted with water (15 mL). The aqueous mixture was then extracted with EtOAc (3×10 mL). The combined orga... Starting materials: ClC1=CC=C(CNC2CCCC2)C=C1 (N-4-chlorobenzyl-N-cyclopentylamine), C1(=CC=CC=C1)N=C=S (phenylisothiocyanate). Yields the product ClC1=CC=C(CN(C(=S)NC2=CC=CC=C2)C2CCCC2)C=C1 (N-4-chlorobenzyl-N-cyclopentyl-N'-phenylthiourea). Isolated yield 92.8%. Reaction SMILES: [Cl:1][C:2]1[CH:14]=[CH:13][C:5]([CH2:6][NH:7][CH:8]2[CH2:12][CH2:11][CH2:10][CH2:9]2)=[CH:4][CH:3]=1.[C:15]1([N:21]=[C:22]=[S:23])[CH:20]=[CH:19][CH:18]=[CH:17][CH:16]=1>>[Cl:1][C:2]1[CH:3]=[CH:4][C:5]([CH2:6][N:7]([CH:8]2[CH2:12][CH2:11][CH2:10][CH2:9]2)[C:22]([NH:21][C:15]2[CH:20]=[CH:19][CH:18]=[CH:17][CH:16]=2)=[S:23])=[CH:13][CH:14]=1. Reported procedure: Analogously to Example 1, 21 grams (0.1 mole) of N-4-chlorobenzyl-N-cyclopentylamine were reacted with 13.5 grams (0.1 mole) of phenylisothiocyanate. 32 grams of N-4-chlorobenzyl-N-cyclopentyl-N'-phenylthiourea were obtained. Yield: 92%, Melting point: 129°-132° C. Reactants: C(C)N (ethylamine), FC(C(C(C(F)(F)F)(F)F)(F)F)(S(=O)(=O)F)F (perfluorobutanesulfonyl fluoride), C(C)(C)OC(C)C (diisopropyl ether). The solvent is S(O)(O)(=O)=O (sulfuric acid). Conditions: temperature 60 celsius, time 8 hour. Product: C(C)NS(=O)(=O)C(C(C(C(F)(F)F)(F)F)(F)F)(F)F (N-ethyl-perfluorbutanesulfonamide), sulfonamide. Reaction SMILES: [F:1][C:2]([F:17])([S:13](F)(=[O:15])=[O:14])[C:3]([F:12])([F:11])[C:4]([F:10])([F:9])[C:5]([F:8])([F:7])[F:6].C(OC(C)C)(C)C.[CH2:25]([NH2:27])[CH3:26]>S(=O)(=O)(O)O>[CH2:25]([NH:27][S:13]([C:2]([F:17])([F:1])[C:3]([F:12])([F:11])[C:4]([F:10])([F:9])[C:5]([F:8])([F:7])[F:6])(=[O:15])=[O:14])[CH3:26]. Procedure: N-ethyl-perfluorbutanesulfonamide (C4F9SO2N(H)CH2CH3) was prepared by placing 302 grams perfluorobutanesulfonyl fluoride and 500 mL diisopropyl ether in a two liter three-necked round bottom flask under nitrogen. Next 139.5 grams ethylamine (3.1 equivalents) was slowly added while keeping the temperature below 60° C. After addition was complete the reaction mixture was stirred at 60° C. overnight. Next, 500 milliliters of 6 M sulfuric acid was added. The organic layer was isolated and washed two... The reactants are CCOC(=O)c1cc(Br)cnc1NC, CS(C)=O, C=C[Sn](CCCC)(CCCC)CCCC, [Cl-], Cl[Cu], [Li+], c1ccc(P(c2ccccc2)(c2ccccc2)[Pd](P(c2ccccc2)(c2ccccc2)c2ccccc2)(P(c2ccccc2)(c2ccccc2)c2ccccc2)P(c2ccccc2)(c2ccccc2)c2ccccc2)cc1. Reaction SMILES: [CH2:1]([CH3:2])[O:3][C:4]([c:5]1[c:6]([NH:12][CH3:13])[n:7][cH:8][c:9]([Br:11])[cH:10]1)=[O:14].[CH3:32][S:33]([CH3:34])=[O:35].[CH:17](=[CH2:18])[Sn:19]([CH2:20][CH2:21][CH2:22][CH3:23])([CH2:24][CH2:25][CH2:26][CH3:27])[CH2:28][CH2:29][CH2:30][CH3:31].[Cl-:16].[Cu:36][Cl:37].[Li+:15].[cH:38]1[cH:39][cH:40][c:41]([P:42]([Pd:43]([P:44]([c:45]2[cH:46][cH:47][cH:48][cH:49][cH:50]2)([c:51]2[cH:52][cH:53][cH:54][cH:55][cH:56]2)[c:57]2[cH:58][cH:59][cH:60][cH:61][cH:62]2)([P:63]([c:64]2[cH:65][cH:66][cH:67][cH:68][cH:69]2)([c:70]2[cH:71][cH:72][cH:73][cH:74][cH:75]2)[c:76]2[cH:77][cH:78][cH:79][cH:80][cH:81]2)[P:82]([c:83]2[cH:84][cH:85][cH:86][cH:87][cH:88]2)([c:89]2[cH:90][cH:91][cH:92][cH:93][cH:94]2)[c:95]2[cH:96][cH:97][cH:98][cH:99][cH:100]2)([c:101]2[cH:102][cH:103][cH:104][cH:105][cH:106]2)[c:107]2[cH:108][cH:109][cH:110][cH:111][cH:112]2)[cH:113][cH:114]1>>[CH2:1]([CH3:2])[O:3][C:4]([c:5]1[c:6]([NH:12][CH3:13])[n:7][cH:8][c:9]([CH:17]=[CH2:18])[cH:10]1)=[O:14]. The product is C=Cc1cnc(NC)c(C(=O)OCC)c1. The reactants are CCOC(C)=O, Cc1nc(C2CCCCC2)c(-c2ccc(S(=O)(=O)Cl)c(F)c2)o1, N. Product: Cc1nc(C2CCCCC2)c(-c2ccc(S(N)(=O)=O)c(F)c2)o1. Reaction SMILES: [CH3:25][CH2:26][O:27][C:28](=[O:29])[CH3:30].[Cl:1][S:2](=[O:3])(=[O:4])[c:5]1[c:6]([F:23])[cH:7][c:8](-[c:11]2[c:12]([CH:17]3[CH2:18][CH2:19][CH2:20][CH2:21][CH2:22]3)[n:13][c:14]([CH3:16])[o:15]2)[cH:9][cH:10]1.[NH3:24]>>[S:2](=[O:3])(=[O:4])([c:5]1[c:6]([F:23])[cH:7][c:8](-[c:11]2[c:12]([CH:17]3[CH2:18][CH2:19][CH2:20][CH2:21][CH2:22]3)[n:13][c:14]([CH3:16])[o:15]2)[cH:9][cH:10]1)[NH2:24]. The reactants are Compound l, CC(C1=CC2=C(C(NC3=C(N2C(CN2CCN(CC2)C)=O)N=CC=C3)=O)C=C1)(O[SiH2]C(C)(C)C)C (5,11-Dihydro-9-(dimethyl-t-butylsilyloxymethyl)-11-[ (4-methyl-1-piperazinyl)acetyl]-6H-pyrido[2,3-b][1,4 ]benzodiazepine-6-one), [F-].C(CCC)[N+](CCCC)(CCCC)CCCC (tetrabutylammonium fluoride). Solvent: C(Cl)(Cl)Cl (CHCl3), C1CCOC1 (THF). Run at time 8 hour. Yields the product OCC1=CC2=C(C(NC3=C(N2C(CN2CCN(CC2)C)=O)N=CC=C3)=O)C=C1 (5,11-Dihydro-9-hydroxymethyl-11-[(4-methyl-1-piperazinyl)acetyl]-6H-pyrido [ 2,3-b] [1,4 ]benzodiazepine-6-one). The yield is 87.4%. Reaction SMILES: C[C:2](C)([O:29][SiH2]C(C)(C)C)[C:3]1[CH:28]=[CH:27][C:6]2[C:7](=[O:26])[NH:8][C:9]3[CH:25]=[CH:24][CH:23]=[N:22][C:10]=3[N:11]([C:12](=[O:21])[CH2:13][N:14]3[CH2:19][CH2:18][N:17]([CH3:20])[CH2:16][CH2:15]3)[C:5]=2[CH:4]=1.[F-].C([N+](CCCC)(CCCC)CCCC)CCC>C(Cl)(Cl)Cl.C1COCC1>[OH:29][CH2:2][C:3]1[CH:28]=[CH:27][C:6]2[C:7](=[O:26])[NH:8][C:9]3[CH:25]=[CH:24][CH:23]=[N:22][C:10]=3[N:11]([C:12](=[O:21])[CH2:13][N:14]3[CH2:19][CH2:18][N:17]([CH3:20])[CH2:16][CH2:15]3)[C:5]=2[CH:4]=1 |f:1.2|. Reported procedure: Compound l , 15 (15 mg, 0.03 mmol) was dissolved in 1 mL CHCl3, and a solution of 1M tetrabutylammonium fluoride in THF (40 μl) was added. The solution was allowed to stand at room temperature overnight. The solvent was removed in vacuo, and the remaining residue was dissolved in saturated NaHCO washed with ether to remove non-polar impurities, and extracted with CHCl3. The CHCl3 extracts were combined, evaporated, and purified on a short silica gel column to yield 10 mg (86%) of 16 as a waxy so... Starting materials: O=C([O-])[O-], CC(=O)OCC(=O)CCl, CN(C)C=O, [I-], [K+], [K+], CCOC(=O)CNS(=O)(=O)c1ccccc1[N+](=O)[O-], [Na+], O. Yields the product CCOC(=O)CN(CC(=O)COC(C)=O)S(=O)(=O)c1ccccc1[N+](=O)[O-]. Reaction SMILES: [C:20](=[O:21])([O-:22])[O-:23].[C:28]([CH3:29])(=[O:30])[O:31][CH2:32][C:33](=[O:34])[CH2:35][Cl:36].[CH3:37][N:38]([CH3:39])[CH:40]=[O:41].[I-:27].[K+:24].[K+:25].[N+:1](=[O:2])([O-:3])[c:4]1[c:5]([S:10](=[O:11])(=[O:12])[NH:13][CH2:14][C:15](=[O:16])[O:17][CH2:18][CH3:19])[cH:6][cH:7][cH:8][cH:9]1.[Na+:26].[OH2:42]>>[N+:1](=[O:2])([O-:3])[c:4]1[c:5]([S:10](=[O:11])(=[O:12])[N:13]([CH2:14][C:15](=[O:16])[O:17][CH2:18][CH3:19])[CH2:35][C:33]([CH2:32][O:31][C:28]([CH3:29])=[O:30])=[O:34])[cH:6][cH:7][cH:8][cH:9]1. Reactants: intermediate B, NC1C(CCCC1)=O (2-amino-cyclohexanone), CSC1=C(C(=O)O)C=CC(=C1)C(F)(F)F (2-methylsulfanyl-4-trifluoromethyl-benzoic acid), CSC1=C(C(=O)O)C=CC(=C1)C(F)(F)F (2-methylsulfanyl-4-trifluoromethyl-benzoic acid). The product is CSC1=C(C(=O)NC2C(CCCC2)=O)C=CC(=C1)C(F)(F)F (2-Methylsulfanyl-N-(2-oxo-cyclohexyl)-4-trifluoromethyl-benzamide). RXN SMILES: [NH2:1][CH:2]1[CH2:7][CH2:6][CH2:5][CH2:4][C:3]1=[O:8].[CH3:9][S:10][C:11]1[CH:19]=[C:18]([C:20]([F:23])([F:22])[F:21])[CH:17]=[CH:16][C:12]=1[C:13](O)=[O:14]>>[CH3:9][S:10][C:11]1[CH:19]=[C:18]([C:20]([F:21])([F:22])[F:23])[CH:17]=[CH:16][C:12]=1[C:13]([NH:1][CH:2]1[CH2:7][CH2:6][CH2:5][CH2:4][C:3]1=[O:8])=[O:14]. Procedure details: The title compound, off-white solid, MS: m/e=332.1 [(M+H)+], was prepared in accordance with the general method of intermediate B from 2-amino-cyclohexanone and 2-methylsulfanyl-4-trifluoromethyl-benzoic acid (intermediate C).